This data is from the Open Reaction Database (ORD), a public repository of structured organic reaction records. The task is: describe an organic reaction: reactants, conditions, products, and yield The reactants are CO, [O-][N+](=Nc1cccc(Cl)c1)c1cccc(Cl)c1, [Na+], [OH-], O. Product: Clc1cccc(NNc2cccc(Cl)c2)c1. Reaction SMILES: [CH3:20][OH:21].[Cl:3][c:4]1[cH:5][c:6]([N+:10]([O-:11])=[N:12][c:13]2[cH:14][c:15]([Cl:19])[cH:16][cH:17][cH:18]2)[cH:7][cH:8][cH:9]1.[Na+:2].[OH-:1].[OH2:22]>>[Cl:3][c:4]1[cH:5][c:6]([NH:10][NH:12][c:13]2[cH:14][c:15]([Cl:19])[cH:16][cH:17][cH:18]2)[cH:7][cH:8][cH:9]1. Reactants: Clc1nc[nH]c2nccc1-2, [NH4+], C1COCCO1, [OH-]. The product is Nc1nc[nH]c2nccc1-2. As a reaction SMILES: [Cl:1][c:2]1[c:3]2[cH:10][cH:9][n:8][c:4]-2[nH:5][cH:6][n:7]1.[NH4+:11].[O:13]1[CH2:14][CH2:15][O:16][CH2:17][CH2:18]1.[OH-:12]>>[c:2]1([NH2:11])[c:3]2[cH:10][cH:9][n:8][c:4]-2[nH:5][cH:6][n:7]1. Reactants: NC1=NNC=2C(N(CCC21)CC=2OC=CC2)=O (3-amino-6-N-((furan-2-yl)methyl)-5,6-dihydro-1H-pyrazolo[3,4-c]pyridin-7(4H)-one), C([O-])([O-])=O.[K+].[K+] (potassium carbonate), ClCCC(=O)N1CCN(CC1)C1=CC=CC=C1 (3-chloro-1-(4-phenylpiperazin-1-yl)propan-1-one). Yields the product NC1=NN(C=2C(N(CCC21)CC=2OC=CC2)=O)C(CCN2CCN(CC2)C2=CC=CC=C2)=O (3-amino-1-{(4-phenylpiperazin-1-yl)propanoyl}-6-N-{(furan-2-yl)methyl}-4,5,6,7-tetrahydro-1H-pyrazolo[3,4-c]pyridin-7-one). RXN SMILES: [NH2:1][C:2]1[C:10]2[CH2:9][CH2:8][N:7]([CH2:11][C:12]3[O:13][CH:14]=[CH:15][CH:16]=3)[C:6](=[O:17])[C:5]=2[NH:4][N:3]=1.[C:18](=[O:21])([O-])[O-].[K+].[K+].ClC[CH2:26][C:27]([N:29]1[CH2:34][CH2:33][N:32]([C:35]2[CH:40]=[CH:39][CH:38]=[CH:37][CH:36]=2)[CH2:31][CH2:30]1)=O>>[NH2:1][C:2]1[C:10]2[CH2:9][CH2:8][N:7]([CH2:11][C:12]3[O:13][CH:14]=[CH:15][CH:16]=3)[C:6](=[O:17])[C:5]=2[N:4]([C:18](=[O:21])[CH2:26][CH2:27][N:29]2[CH2:34][CH2:33][N:32]([C:35]3[CH:40]=[CH:39][CH:38]=[CH:37][CH:36]=3)[CH2:31][CH2:30]2)[N:3]=1 |f:1.2.3|. Procedure: A target compound (192.8 mg, 0.429 mmol, 96.2%) was yielded as solid in the same manner as Example 1 by reacting 3-amino-6-N-((furan-2-yl)methyl)-5,6-dihydro-1H-pyrazolo[3,4-c]pyridin-7(4H)-one (104 mg, 0.447 mmol) with potassium carbonate (92.6 mg, 0.670 mmol) and 3-chloro-1-(4-phenylpiperazin-1-yl)propan-1-one (124.1 mg, 0.491 mmol). Starting materials: C(C)OC(=O)C=1NC2=CC=CC(=C2C1)OC1=C(C=CC(=C1)C)[N+](=O)[O-] (4-(5-Methyl-2-nitro-phenoxy)-1H-indole-2-carboxylic acid ethyl ester). The reagents and catalysts are [Pd] (Pd—C). Run in C(C)(=O)OCC (ethyl acetate). Reaction conditions: time 3 hour. The product is C(C)OC(=O)C=1NC2=CC=CC(=C2C1)OC1=C(C=CC(=C1)C)N (4-(2-Amino-5-methyl-phenoxy)-1H-indole-2-carboxylic acid ethyl ester). Reaction SMILES: [CH2:1]([O:3][C:4]([C:6]1[NH:7][C:8]2[C:13]([CH:14]=1)=[C:12]([O:15][C:16]1[CH:21]=[C:20]([CH3:22])[CH:19]=[CH:18][C:17]=1[N+:23]([O-])=O)[CH:11]=[CH:10][CH:9]=2)=[O:5])[CH3:2]>C(OCC)(=O)C.[Pd]>[CH2:1]([O:3][C:4]([C:6]1[NH:7][C:8]2[C:13]([CH:14]=1)=[C:12]([O:15][C:16]1[CH:21]=[C:20]([CH3:22])[CH:19]=[CH:18][C:17]=1[NH2:23])[CH:11]=[CH:10][CH:9]=2)=[O:5])[CH3:2]. Procedure details: 134 (1.3 g, 3.82 mmol) is dissolved in 250 ml of ethyl acetate and, after addition of Pd—C (200 mg), the mixture is hydrogenated at room temperature for 3 hours. The mixture is filtrated over celite to remove the catalyst and evaporated. Reactants: Nc1ccc(F)c(Br)c1F, O=C([O-])[O-], CCB(CC)c1cccnc1, [K+], [K+], C1CCOC1, O, c1ccc(P(c2ccccc2)(c2ccccc2)[Pd](P(c2ccccc2)(c2ccccc2)c2ccccc2)(P(c2ccccc2)(c2ccccc2)c2ccccc2)P(c2ccccc2)(c2ccccc2)c2ccccc2)cc1. The product is Nc1ccc(F)c(-c2cccnc2)c1F. As a reaction SMILES: [Br:1][c:2]1[c:3]([F:10])[c:4]([NH2:9])[cH:5][cH:6][c:7]1[F:8].[C:22](=[O:23])([O-:24])[O-:25].[CH2:11]([B:12]([CH2:13][CH3:20])[c:14]1[cH:15][n:16][cH:17][cH:18][cH:19]1)[CH3:21].[K+:26].[K+:27].[O:28]1[CH2:29][CH2:30][CH2:31][CH2:32]1.[OH2:33].[cH:34]1[cH:35][cH:36][c:37]([P:38]([Pd:39]([P:40]([c:41]2[cH:42][cH:43][cH:44][cH:45][cH:46]2)([c:47]2[cH:48][cH:49][cH:50][cH:51][cH:52]2)[c:53]2[cH:54][cH:55][cH:56][cH:57][cH:58]2)([P:59]([c:60]2[cH:61][cH:62][cH:63][cH:64][cH:65]2)([c:66]2[cH:67][cH:68][cH:69][cH:70][cH:71]2)[c:72]2[cH:73][cH:74][cH:75][cH:76][cH:77]2)[P:78]([c:79]2[cH:80][cH:81][cH:82][cH:83][cH:84]2)([c:85]2[cH:86][cH:87][cH:88][cH:89][cH:90]2)[c:91]2[cH:92][cH:93][cH:94][cH:95][cH:96]2)([c:97]2[cH:98][cH:99][cH:100][cH:101][cH:102]2)[c:103]2[cH:104][cH:105][cH:106][cH:107][cH:108]2)[cH:109][cH:110]1>>[c:2]1(-[c:14]2[cH:15][n:16][cH:17][cH:18][cH:19]2)[c:3]([F:10])[c:4]([NH2:9])[cH:5][cH:6][c:7]1[F:8].